This data is from the Open Reaction Database (ORD), a public repository of structured organic reaction records. The task is: describe an organic reaction: reactants, conditions, products, and yield Starting materials: C1CCOC1, CCOC(C)=O, Clc1nnc(Cl)c2c1CCCC2, NN, O. Yields the product NNc1nnc(Cl)c2c1CCCC2. As a reaction SMILES: [CH2:22]1[O:23][CH2:24][CH2:25][CH2:26]1.[CH3:16][CH2:17][O:18][C:19]([CH3:20])=[O:21].[Cl:1][c:2]1[n:3][n:4][c:5]([Cl:12])[c:6]2[c:11]1[CH2:10][CH2:9][CH2:8][CH2:7]2.[NH2:13][NH2:14].[OH2:15]>>[Cl:1][c:2]1[n:3][n:4][c:5]([NH:13][NH2:14])[c:6]2[c:11]1[CH2:10][CH2:9][CH2:8][CH2:7]2. The reactants are ClC=1C=CC(=C(C1)C1=CC(N(C=C1)CC(=O)OCC)=O)C(F)(F)F (ethyl {4-[5-chloro-2-(trifluoromethyl)phenyl]-2-oxopyridin-1(2H)-yl}acetate), Br.BrCC1=CC=NC=C1 (4-(bromomethyl)pyridine monohydrobromide). Product: ClC=1C=CC(=C(C1)C1=CC(N(C=C1)C(C(=O)OCC)CC1=CC=NC=C1)=O)C(F)(F)F (Ethyl 2-{4-[5-chloro-2-(trifluoromethyl)phenyl]-2-oxopyridin-1(2H)-yl}-3-(pyridin-4-yl)propanoate). As a reaction SMILES: [Cl:1][C:2]1[CH:3]=[CH:4][C:5]([C:21]([F:24])([F:23])[F:22])=[C:6]([C:8]2[CH:13]=[CH:12][N:11]([CH2:14][C:15]([O:17][CH2:18][CH3:19])=[O:16])[C:10](=[O:20])[CH:9]=2)[CH:7]=1.Br.Br[CH2:27][C:28]1[CH:33]=[CH:32][N:31]=[CH:30][CH:29]=1>>[Cl:1][C:2]1[CH:3]=[CH:4][C:5]([C:21]([F:24])([F:22])[F:23])=[C:6]([C:8]2[CH:13]=[CH:12][N:11]([CH:14]([CH2:27][C:28]3[CH:33]=[CH:32][N:31]=[CH:30][CH:29]=3)[C:15]([O:17][CH2:18][CH3:19])=[O:16])[C:10](=[O:20])[CH:9]=2)[CH:7]=1 |f:1.2|. Reported procedure: 1.8 g (5.05 mmol) of ethyl {4-[5-chloro-2-(trifluoromethyl)phenyl]-2-oxopyridin-1(2H)-yl}acetate and 1.9 g (7.6 mmol) of 4-(bromomethyl)pyridine monohydrobromide were reacted according to General Method 7A. Yield: 0.45 g (20% of theory) The reactants are C(C1=CC=CC=C1)OC1=CC=C(C=C1)C=1OC2=C(N1)C=CC(=C2)Br (2-(4-benzyloxy-phenyl)-6-bromo-benzoxazole), CON(C(CCC)=O)C (N-methoxy-N-methyl-butyramide). Yields the product C(C1=CC=CC=C1)OC1=CC=C(C=C1)C=1OC2=C(N1)C=CC(=C2)C(CCC)=O (1-[2-(4-benzyloxy-phenyl)-benzoxazol-6-yl]-butan-1-one). RXN SMILES: [CH2:1]([O:8][C:9]1[CH:14]=[CH:13][C:12]([C:15]2[O:16][C:17]3[CH:23]=[C:22](Br)[CH:21]=[CH:20][C:18]=3[N:19]=2)=[CH:11][CH:10]=1)[C:2]1[CH:7]=[CH:6][CH:5]=[CH:4][CH:3]=1.CON(C)[C:28](=[O:32])[CH2:29][CH2:30][CH3:31]>>[CH2:1]([O:8][C:9]1[CH:14]=[CH:13][C:12]([C:15]2[O:16][C:17]3[CH:23]=[C:22]([C:28](=[O:32])[CH2:29][CH2:30][CH3:31])[CH:21]=[CH:20][C:18]=3[N:19]=2)=[CH:11][CH:10]=1)[C:2]1[CH:7]=[CH:6][CH:5]=[CH:4][CH:3]=1. Procedure details: The preparation is carried out analogously to Example 29a from 2-(4-benzyloxy-phenyl)-6-bromo-benzoxazole and N-methoxy-N-methyl-butyramide. The reactants are N12CCC(CC1)(CC2)CNC(=O)C2=CNC1=CC=CC=C21 (N-((quinuclidin-4-yl)methyl)-1H-indole-3-carboxamide), FC=1C=C2C(=NNC2=CC1)C(=O)Cl (5-fluoro-1H-indazole-3-carbonyl chloride). Yields the product FC=1C=C2C(=NNC2=CC1)C(=O)NCC12CCN(CC1)CC2 (5-Fluoro-N-((quinuclidin-4-yl)methyl)-1H-indazole-3-carboxamide). RXN SMILES: [N:1]12[CH2:8][CH2:7][C:4]([CH2:9][NH:10]C(C3C4C(=CC=CC=4)NC=3)=O)([CH2:5][CH2:6]1)[CH2:3][CH2:2]2.[F:22][C:23]1[CH:24]=[C:25]2[C:29](=[CH:30][CH:31]=1)[NH:28][N:27]=[C:26]2[C:32](Cl)=[O:33]>>[F:22][C:23]1[CH:24]=[C:25]2[C:29](=[CH:30][CH:31]=1)[NH:28][N:27]=[C:26]2[C:32]([NH:10][CH2:9][C:4]12[CH2:7][CH2:8][N:1]([CH2:6][CH2:5]1)[CH2:2][CH2:3]2)=[O:33]. Reported procedure: 5-Fluoro-N-((quinuclidin-4-yl)methyl)-1H-indazole-3-carboxamide was prepared in a similar manner to N-((quinuclidin-4-yl)methyl)-1H-indole-3-carboxamide, substituting 5-fluoro-1H-indazole-3-carbonyl chloride as the electrophile. 1HNMR: 10.6 (bs, 1H); 8.89 (t, 1H); 8.16 (dd, 1H); 7.9 (dd, 1H); 7.62 (m, 1H); 3.28 (m, 2H); 3.21 (m, 6H); 1.70 (m, 6H). The reactants are C(C(C)(C)C)(=O)OC1=CC=C(C=C1)C=1N=NN(N1)CC1=C(C=CC=C1)OCCNC(=O)OC(C)(C)C (4-[2-[2-[2-(t-butoxycarbonylamino)ethoxy]benzyl]tetrazol -5-yl]phenyl pivalate), Cl (Hydrogen chloride). Run at time 15 hour. Product: Cl.C(C(C)(C)C)(=O)OC1=CC=C(C=C1)C=1N=NN(N1)CC1=C(C=CC=C1)OCCN (4-[2-[2- (2-Aminoethoxy )benzyl]tetrazol-5-yl ]phenyl pivalate Hydrochloride). Isolated yield 93.0%. RXN SMILES: [C:1]([O:7][C:8]1[CH:13]=[CH:12][C:11]([C:14]2[N:15]=[N:16][N:17]([CH2:19][C:20]3[CH:25]=[CH:24][CH:23]=[CH:22][C:21]=3[O:26][CH2:27][CH2:28][NH:29]C(OC(C)(C)C)=O)[N:18]=2)=[CH:10][CH:9]=1)(=[O:6])[C:2]([CH3:5])([CH3:4])[CH3:3].[ClH:37]>>[ClH:37].[C:1]([O:7][C:8]1[CH:13]=[CH:12][C:11]([C:14]2[N:15]=[N:16][N:17]([CH2:19][C:20]3[CH:25]=[CH:24][CH:23]=[CH:22][C:21]=3[O:26][CH2:27][CH2:28][NH2:29])[N:18]=2)=[CH:10][CH:9]=1)(=[O:6])[C:2]([CH3:5])([CH3:4])[CH3:3] |f:2.3|. Procedure details: Hydrogen chloride (10 ml, 4N solution in ethyl acetate) was added to 4-[2-[2-[2-(t-butoxycarbonylamino)ethoxy]benzyl]tetrazol -5-yl]phenyl pivalate (200 mg), obtained in example 34, and the solution was allowed to stand in an ice box for 15 h. After the ethyl acetate was concentrated in vacuo, the resulting crystals were filtered and dried to give 160 mg (93%) of the title compound. The reactants are O=C(Nc1ccc(C(=O)N2CCCCc3ccccc32)cc1)c1ccccc1OCCCCCCBr, O=C1NC(=O)c2ccccc21, CN(C)C=O, [K]. Product: O=C(Nc1ccc(C(=O)N2CCCCc3ccccc32)cc1)c1ccccc1OCCCCCCN1C(=O)c2ccccc2C1=O. RXN SMILES: [Br:1][CH2:2][CH2:3][CH2:4][CH2:5][CH2:6][CH2:7][O:8][c:9]1[c:10]([C:11](=[O:12])[NH:13][c:14]2[cH:15][cH:16][c:17]([C:18](=[O:19])[N:20]3[CH2:21][CH2:22][CH2:23][CH2:24][c:25]4[c:26]3[cH:27][cH:28][cH:29][cH:30]4)[cH:31][cH:32]2)[cH:33][cH:34][cH:35][cH:36]1.[C:37]1(=[O:47])[c:38]2[c:39]([cH:43][cH:44][cH:45][cH:46]2)[C:40](=[O:42])[NH:41]1.[CH3:49][N:50]([CH3:51])[CH:52]=[O:53].[K:48]>>[CH2:2]([CH2:3][CH2:4][CH2:5][CH2:6][CH2:7][O:8][c:9]1[c:10]([C:11](=[O:12])[NH:13][c:14]2[cH:15][cH:16][c:17]([C:18](=[O:19])[N:20]3[CH2:21][CH2:22][CH2:23][CH2:24][c:25]4[c:26]3[cH:27][cH:28][cH:29][cH:30]4)[cH:31][cH:32]2)[cH:33][cH:34][cH:35][cH:36]1)[N:41]1[C:37](=[O:47])[c:38]2[c:39]([cH:43][cH:44][cH:45][cH:46]2)[C:40]1=[O:42].